Dataset: the Open Reaction Database (ORD), a public repository of structured organic reaction records. Task: describe an organic reaction: reactants, conditions, products, and yield The reactants are ClC1=CC=C(C=C1)C1=CC2=C(N(C3=CC=C(C=C23)C=2NN=CC2)C)N(C1=O)C (3-(4-Chlorophenyl)-1,9-dimethyl-6-(2H-pyrazol-3-yl)-1,9-dihydropyrido[2,3-b]indol-2-one), ClC1=CC=C(C=C1)C1=CC2=C(N(C3=CC=C(C=C23)C2=NNC=C2)C)N(C1=O)C (3-(4-chlorophenyl)-1,9-dimethyl-6-(1H-pyrazol-3-yl)-1,9-dihydropyrido[2,3-b]indol-2-one), COCBr (bromomethyl methyl ether). Yields the product ClC1=CC=C(C=C1)C1=CC2=C(N(C3=CC=C(C=C23)C2=NN(C=C2)COC)C)N(C1=O)C (3-(4-Chlorophenyl)-6-(1-methoxymethyl-1H-pyrazol-3-yl)-1,9-dimethyl-1,9-dihydropyrido[2,3-b]indol-2-one). RXN SMILES: [Cl:1][C:2]1[CH:7]=[CH:6][C:5]([C:8]2[C:26](=[O:27])[N:25]([CH3:28])[C:11]3[N:12]([CH3:24])[C:13]4[C:18]([C:10]=3[CH:9]=2)=[CH:17][C:16]([C:19]2[NH:20][N:21]=[CH:22][CH:23]=2)=[CH:15][CH:14]=4)=[CH:4][CH:3]=1.[CH3:29][O:30][CH2:31]Br>>[Cl:1][C:2]1[CH:7]=[CH:6][C:5]([C:8]2[C:26](=[O:27])[N:25]([CH3:28])[C:11]3[N:12]([CH3:24])[C:13]4[C:18]([C:10]=3[CH:9]=2)=[CH:17][C:16]([C:19]2[CH:23]=[CH:22][N:21]([CH2:29][O:30][CH3:31])[N:20]=2)=[CH:15][CH:14]=4)=[CH:4][CH:3]=1. Procedure: The process is carried out as in Example 110 above, using compound from Example 104, 3-(4-chlorophenyl)-1,9-dimethyl-6-(1H-pyrazol-3-yl)-1,9-dihydropyrido[2,3-b]indol-2-one and bromomethyl methyl ether.